This data is from the Open Reaction Database (ORD), a public repository of structured organic reaction records. The task is: describe an organic reaction: reactants, conditions, products, and yield Starting materials: C1(CC1)COC1=C(C=CC(=N1)C(=O)O)N1CCC12COC2 (6-(cyclopropylmethoxy)-5-(6-oxa-1-azaspiro[3.3]heptan-1-yl)picolinic acid), N[C@H](C(=O)NC)CC(C)(C)C ((2S)-2-amino-N,4,4-trimethyl-pentanamide). The product is CC(C[C@@H](C(NC)=O)NC(=O)C1=NC(=C(C=C1)N1CCC12COC2)OCC2CC2)(C)C (6-Cyclopropylmethoxy-5-(6-oxa-1-aza-spiro[3.3]hept-1-yl)-pyridine-2-carboxylic acid ((S)-3,3-dimethyl-1-methylcarbamoyl-butyl)-amide). Reaction SMILES: [CH:1]1([CH2:4][O:5][C:6]2[N:11]=[C:10]([C:12](O)=[O:13])[CH:9]=[CH:8][C:7]=2[N:15]2[C:18]3([CH2:21][O:20][CH2:19]3)[CH2:17][CH2:16]2)[CH2:3][CH2:2]1.[NH2:22][C@@H:23]([CH2:28][C:29]([CH3:32])([CH3:31])[CH3:30])[C:24]([NH:26][CH3:27])=[O:25]>>[CH3:30][C:29]([CH3:32])([CH3:31])[CH2:28][C@H:23]([NH:22][C:12]([C:10]1[CH:9]=[CH:8][C:7]([N:15]2[C:18]3([CH2:21][O:20][CH2:19]3)[CH2:17][CH2:16]2)=[C:6]([O:5][CH2:4][CH:1]2[CH2:2][CH2:3]2)[N:11]=1)=[O:13])[C:24](=[O:25])[NH:26][CH3:27]. Reported procedure: The title compound was synthesized in analogy to Example 1, using 6-(cyclopropylmethoxy)-5-(6-oxa-1-azaspiro[3.3]heptan-1-yl)picolinic acid and (2S)-2-amino-N,4,4-trimethyl-pentanamide (CAN 1160161-70-5) as starting materials. MS (EI): m/e=431.1 [M+H]+. The reactants are FC1=CC2=C(NC(O2)=O)C=C1 (6-fluoro-1,3-benzoxazolin-2(3H)-one), ICCC (1-iodopropane), hexanes, [H-].[Na+] (sodium hydride). Solvent: CN(C)C=O (DMF), CN(C)C=O (DMF). Reaction conditions: time 3 hour. The product is FC1=CC2=C(N(C(O2)=O)CCC)C=C1 (6-fluoro-3-n-propyl-1,3-benzoxazolin-2(3H)-one). Isolated yield 74.1%. As a reaction SMILES: [H-].[Na+].[F:3][C:4]1[CH:13]=[CH:12][C:7]2[NH:8][C:9](=[O:11])[O:10][C:6]=2[CH:5]=1.I[CH2:15][CH2:16][CH3:17]>CN(C=O)C>[F:3][C:4]1[CH:13]=[CH:12][C:7]2[N:8]([CH2:15][CH2:16][CH3:17])[C:9](=[O:11])[O:10][C:6]=2[CH:5]=1 |f:0.1|. Procedure details: To 670 mg (16.74 mmol) of hexanes washed sodium hydride in 20 ml DMF was added a solution of 2.33 g (15.22 mmol) 6-fluoro-1,3-benzoxazolin-2(3H)-one in 40 ml DMF. The reaction was stirred for 10 minutes before 3.11 g (18.3 mmol) 1-iodopropane was added and then stirred for 3 hr at room temperature. After quenching onto 50 ml of ice/water, the aqueous phase was extracted with EtOAc (2×100 ml). The combined organic layers were washed with water (1×100 ml), dried over Na2SO4 and evaporated to dryne... The reactants are N1CC(C1)CNC(OCC1=CC=CC=C1)=O (phenylmethyl (3-azetidinylmethyl)carbamate), C(=C)C=1C(=CN=C2C=CC(=NC12)OC)F (8-ethenyl-7-fluoro-2-(methyloxy)-1,5-naphthyridine). Run in CCO (EtOH). Conditions: time 24 hour. The product is C1(=CC=CC=C1)COC(NCC1CN(C1)CCC1=C(C=NC2=CC=C(N=C12)OC)F)=O (phenylmethyl[(1-{2-[3-fluoro-6-(methyloxy)-1,5-naphthyridin-4-yl]ethyl}-3-azetidinyl)methyl]carbamate). Yield: 37.6%. Reaction SMILES: [NH:1]1[CH2:4][CH:3]([CH2:5][NH:6][C:7](=[O:16])[O:8][CH2:9][C:10]2[CH:15]=[CH:14][CH:13]=[CH:12][CH:11]=2)[CH2:2]1.[CH:17]([C:19]1[C:20]([F:31])=[CH:21][N:22]=[C:23]2[C:28]=1[N:27]=[C:26]([O:29][CH3:30])[CH:25]=[CH:24]2)=[CH2:18]>CCO>[C:10]1([CH2:9][O:8][C:7](=[O:16])[NH:6][CH2:5][CH:3]2[CH2:4][N:1]([CH2:18][CH2:17][C:19]3[C:28]4[C:23](=[CH:24][CH:25]=[C:26]([O:29][CH3:30])[N:27]=4)[N:22]=[CH:21][C:20]=3[F:31])[CH2:2]2)[CH:15]=[CH:14][CH:13]=[CH:12][CH:11]=1. Procedure: To a solution of phenylmethyl (3-azetidinylmethyl)carbamate (0.61 g, 2.76 mmole) in EtOH (1 mL) was added 8-ethenyl-7-fluoro-2-(methyloxy)-1,5-naphthyridine (673 mg, 3.3 mmole). After 24 h at 80° C., the reaction contents were purified on silica gel (CHCl3/MeOH, 9:1, containing 5% NH4OH) to afford the title compound (440 mg, 37%) as a light yellow oil: LC-MS (ES) m/e 425 (M+H)+. Starting materials: COC1=C(C=CC=C1)[C@H](C(=O)OC)O (methyl (2R)-2-(methoxyphenyl)-2-hydroxyethanoate), [OH-].[Na+] (sodium hydroxide), Cl (hydrochloric acid). Run in CO (methanol). Conditions: time 12 hour. Product: COC1=C(C=CC=C1)[C@H](C(=O)O)O ((2R)-2-methoxyphenyl-2-hydroxyacetic acid). Yield: 62.4%. RXN SMILES: [CH3:1][O:2][C:3]1[CH:8]=[CH:7][CH:6]=[CH:5][C:4]=1[C@@H:9]([OH:14])[C:10]([O:12]C)=[O:11].[OH-].[Na+].Cl>CO>[CH3:1][O:2][C:3]1[CH:8]=[CH:7][CH:6]=[CH:5][C:4]=1[C@@H:9]([OH:14])[C:10]([OH:12])=[O:11] |f:1.2|. Procedure details: To a solution of 19 g of methyl (2R)-2-(methoxyphenyl)-2-hydroxyethanoate (cf. Journal of Chemical Society, Parkintrans 1, 2253–2255 (1992)) in 50 ml of methanol, 50 ml of 3N aqueous sodium hydroxide solution was added, followed by 12 hours' stirring at room temperature. Distilling the methanol off under reduced pressure, the reaction liquid was acidified with 1N hydrochloric acid and extracted with chloroform. The organic layer was dried over anhydrous sodium sulfate and the solvent was distill... Reactants: CCCCN1Cc2cc(Br)ccc2C1=O, O=C([O-])[O-], CC(=O)[O-], CC(=O)[O-], Cc1ccccc1, CCOC(C)=O, CC(C)c1cc(C(C)C)c(-c2ccccc2P(C2CCCCC2)C2CCCCC2)c(C(C)C)c1, [Cs+], [Cs+], O, [Pd+2], Nc1cncc(-c2ccccc2)c1. Product: CCCCN1Cc2cc(Nc3cncc(-c4ccccc4)c3)ccc2C1=O. As a reaction SMILES: [Br:1][c:2]1[cH:3][c:4]2[c:8]([cH:9][cH:10]1)[C:7](=[O:11])[N:6]([CH2:12][CH2:13][CH2:14][CH3:15])[CH2:5]2.[C:29](=[O:30])([O-:31])[O-:32].[C:76]([O-:77])(=[O:78])[CH3:79].[C:81]([O-:82])(=[O:83])[CH3:84].[CH3:69][c:70]1[cH:71][cH:72][cH:73][cH:74][cH:75]1.[CH3:85][CH2:86][O:87][C:88](=[O:89])[CH3:90].[CH:35]1([P:36]([CH:37]2[CH2:38][CH2:39][CH2:40][CH2:41][CH2:42]2)[c:43]2[cH:44][cH:45][cH:46][cH:47][c:48]2-[c:49]2[c:50]([CH:51]([CH3:52])[CH3:53])[cH:54][c:55]([CH:56]([CH3:57])[CH3:58])[cH:59][c:60]2[CH:61]([CH3:62])[CH3:63])[CH2:64][CH2:65][CH2:66][CH2:67][CH2:68]1.[Cs+:33].[Cs+:34].[OH2:91].[Pd+2:80].[c:16]1(-[c:22]2[cH:23][c:24]([NH2:28])[cH:25][n:26][cH:27]2)[cH:17][cH:18][cH:19][cH:20][cH:21]1>>[c:2]1([NH:28][c:24]2[cH:23][c:22](-[c:16]3[cH:17][cH:18][cH:19][cH:20][cH:21]3)[cH:27][n:26][cH:25]2)[cH:3][c:4]2[c:8]([cH:9][cH:10]1)[C:7](=[O:11])[N:6]([CH2:12][CH2:13][CH2:14][CH3:15])[CH2:5]2. Procedure details: Lanthanum (III) iodide (1.0 g, 0.002 mol) was stirred in 50 mL of THF for 30 mins at room temperature. Potassium 2-tert-butyl-4,5-di-(1,1-dimethylpropyl)imidazolate (0.6 g, 0.002 mol) was added, and the resulting mixture was refluxed for 60 hours. THF was removed by vacuum, followed by hexane extraction, then filtration. The hexane was removed by vacuum, and the resulting solid was crystallized to isolate the final product. RXN SMILES: [I-:1].[La+3:2].[I-].[I-].[C:5]([C:9]1[N-:10][C:11]([C:19]([CH3:23])([CH3:22])[CH2:20][CH3:21])=[C:12]([C:14]([CH3:18])([CH3:17])[CH2:15][CH3:16])[N:13]=1)([CH3:8])([CH3:7])[CH3:6].[K+].[CH2:25]1[CH2:29][O:28][CH2:27][CH2:26]1>>[O:28]1[CH2:29][CH2:25][CH2:26][CH2:27]1.[O:28]1[CH2:29][CH2:25][CH2:26][CH2:27]1.[I-:1].[I-:1].[C:5]([C:9]1[N-:13][C:12]([C:14]([CH3:17])([CH3:18])[CH2:15][CH3:16])=[C:11]([C:19]([CH3:23])([CH3:22])[CH2:20][CH3:21])[N:10]=1)([CH3:8])([CH3:7])[CH3:6].[La+3:2] |f:0.1.2.3,4.5,7.8.9.10.11.12|. The reactants are [I-].[La+3].[I-].[I-] (Lanthanum (III) iodide), C1CCOC1 (THF), C(C)(C)(C)C=1[N-]C(=C(N1)C(CC)(C)C)C(CC)(C)C.[K+] (Potassium 2-tert-butyl-4,5-di-(1,1-dimethylpropyl)imidazolate). The product is O1CCCC1.O1CCCC1.[I-].[I-].C(C)(C)(C)C=1[N-]C(=C(N1)C(CC)(C)C)C(CC)(C)C.[La+3] (lanthanum (2-tert-butyl-4,5-di-(1,1-dimethylpropyl)imidazolate)diiodide bis(tetrahydrofuran)). Starting materials: C(C)(=O)OCC (ethyl acetate), C(C)(C)(C)OC[C@@H](C(=O)O)N(C(CCC=C)=O)C ((S)-3-(tert-butoxy)-2-(N-methylpent-4-enamido)propanoic acid), C(C)NC(CC(C)C)C (N-ethylisopropylpropan-2-amine), BrCC#N (2-bromoacetonitrile). Run in CN(C=O)C (N,N-dimethylformamide). Conditions: time 45 minute. Yields the product C(C)(C)(C)OC[C@@H](C(=O)OCC#N)N(C(CCC=C)=O)C ((S)-cyanomethyl 3-(tert-butoxy)-2-(N-methylpent-4-enamido)propanoate). The yield is 86.1%. As a reaction SMILES: [C:1]([O:5][CH2:6][C@H:7]([N:11]([CH3:18])[C:12](=[O:17])[CH2:13][CH2:14][CH:15]=[CH2:16])[C:8]([OH:10])=[O:9])([CH3:4])([CH3:3])[CH3:2].[CH2:19]([NH:21]C(C)CC(C)C)[CH3:20].BrCC#N.C(OCC)(=O)C>CN(C)C=O>[C:1]([O:5][CH2:6][C@H:7]([N:11]([CH3:18])[C:12](=[O:17])[CH2:13][CH2:14][CH:15]=[CH2:16])[C:8]([O:10][CH2:20][C:19]#[N:21])=[O:9])([CH3:4])([CH3:3])[CH3:2]. Procedure details: (S)-3-(tert-butoxy)-2-(N-methylpent-4-enamido)propanoic acid (Compound SP746) (1.01 g, 3.92 mmol) and N-ethylisopropylpropan-2-amine (EtN(iPr)2, 1.37 mL, 7.85 mmol) were dissolved in N,N-dimethylformamide (3.92 ml) under a nitrogen atmosphere, 2-bromoacetonitrile (0.82 ml, 11.8 mmol) was added and the mixture was stirred at room temperature for 45 minutes. 50 ml of ethyl acetate was added to the reaction solution, and the organic layer was separated by 50 ml of a saturated aqueous ammonium chlor... Reactants: BrCCC1OCCO1 (2-(2-bromoethyl)-1,3-dioxolane), [Br-].[Li+] (Lithium bromide), [H-].[Na+] (sodium hydride), COC1=CN=C2C(=N1)NC(C=C2)=O (3-Methoxypyrido[2,3-b]pyrazin-6(5H)-one). Run in CN(C=O)C (N,N-dimethylformamide), O (Water). Yields the product O1C(OCC1)CCN1C(C=CC=2C1=NC(=CN2)OC)=O (5-[2-(1,3-Dioxolan-2-yl)ethyl]-3-methoxypyrido[2,3-b]pyrazin-6(5H)-one). As a reaction SMILES: [CH3:1][O:2][C:3]1[N:8]=[C:7]2[NH:9][C:10](=[O:13])[CH:11]=[CH:12][C:6]2=[N:5][CH:4]=1.[Br-].[Li+].[H-].[Na+].Br[CH2:19][CH2:20][CH:21]1[O:25][CH2:24][CH2:23][O:22]1>CN(C)C=O.O>[O:22]1[CH2:23][CH2:24][O:25][CH:21]1[CH2:20][CH2:19][N:9]1[C:7]2=[N:8][C:3]([O:2][CH3:1])=[CH:4][N:5]=[C:6]2[CH:12]=[CH:11][C:10]1=[O:13] |f:1.2,3.4|. Procedure details: 3-Methoxypyrido[2,3-b]pyrazin-6(5H)-one (400 mg, 2.26 mmol) was dissolved in N,N-dimethylformamide (12 ml). Lithium bromide (206 mg, 2.37 mmol) and sodium hydride (55%, 104 mg, 2.37 mmol) were added to the solution under cooling on ice and stirred for one and a half hours while the temperature of the reaction solution was raised to room temperature. The reaction solution was cooled on ice again, 2-(2-bromoethyl)-1,3-dioxolane (0.345 mmol, 2.94 mmol) was added thereto and the mixture was stirred ... The reactants are Cc1c(C=C2CCc3cc4ccccc4n3C2=O)ncn1C(c1ccccc1)(c1ccccc1)c1ccccc1, CC(=O)O, O. Yields the product Cc1[nH]cnc1C=C1CCc2cc3ccccc3n2C1=O. Reaction SMILES: [CH3:1][c:2]1[c:3]([CH:26]=[C:27]2[CH2:28][CH2:29][c:30]3[n:31]([c:32]4[cH:33][cH:34][cH:35][cH:36][c:37]4[cH:38]3)[C:39]2=[O:40])[n:4][cH:5][n:6]1[C:7]([c:8]1[cH:9][cH:10][cH:11][cH:12][cH:13]1)([c:14]1[cH:15][cH:16][cH:17][cH:18][cH:19]1)[c:20]1[cH:21][cH:22][cH:23][cH:24][cH:25]1.[CH3:41][C:42](=[O:43])[OH:44].[OH2:45]>>[CH3:1][c:2]1[c:3]([CH:26]=[C:27]2[CH2:28][CH2:29][c:30]3[n:31]([c:32]4[cH:33][cH:34][cH:35][cH:36][c:37]4[cH:38]3)[C:39]2=[O:40])[n:4][cH:5][nH:6]1.